From a dataset of the Open Reaction Database (ORD), a public repository of structured organic reaction records. describe an organic reaction: reactants, conditions, products, and yield Reactants: OCCCc1ccc(Br)cc1OC(F)(F)F, ClCCl, O=[Cr](=O)([O-])Cl, c1cc[nH+]cc1. Product: O=CCCc1ccc(Br)cc1OC(F)(F)F. Reaction SMILES: [Br:1][c:2]1[cH:3][c:4]([O:12][C:13]([F:14])([F:15])[F:16])[c:5]([CH2:8][CH2:9][CH2:10][OH:11])[cH:6][cH:7]1.[Cl:28][CH2:29][Cl:30].[O:17]=[Cr:18]([Cl:19])([O-:20])=[O:21].[nH+:22]1[cH:23][cH:24][cH:25][cH:26][cH:27]1>>[Br:1][c:2]1[cH:3][c:4]([O:12][C:13]([F:14])([F:15])[F:16])[c:5]([CH2:8][CH2:9][CH:10]=[O:11])[cH:6][cH:7]1. Starting materials: C(C)(C)(C)OC(=O)N[C@@H](CCCCNC(=O)OCC1C2=CC=CC=C2C=2C=CC=CC12)C(=O)O (Nα-tert-butoxycarbonyl-Nε-(9-fluorenylmethoxycarbonyl)-L-lysine), BrC1=CC=C(C=C1)S(=O)(=O)Cl (4-bromobenzenesulfonyl chloride), C(=O)(C(F)(F)F)O.C(Cl)Cl (TFA CH2Cl2), FC(C(=O)[O-])(F)F (trifluoroacetate). Product: BrC1=CC=C(C=C1)S(=O)(=O)N[C@@H](CCCCNC(=O)OCC1C2=CC=CC=C2C=2C=CC=CC12)C(=O)O (Nα-(4-Bromobenzenesulfonyl)-Nε-(9-fluorenylmethoxycarbonyl)-L-lysine). The yield is 65.0%. RXN SMILES: C(OC([NH:8][C@H:9]([C:32]([OH:34])=[O:33])[CH2:10][CH2:11][CH2:12][CH2:13][NH:14][C:15]([O:17][CH2:18][CH:19]1[C:31]2[CH:30]=[CH:29][CH:28]=[CH:27][C:26]=2[C:25]2[C:20]1=[CH:21][CH:22]=[CH:23][CH:24]=2)=[O:16])=O)(C)(C)C.C(O)(C(F)(F)F)=O.C(Cl)Cl.FC(F)(F)C([O-])=O.[Br:52][C:53]1[CH:58]=[CH:57][C:56]([S:59](Cl)(=[O:61])=[O:60])=[CH:55][CH:54]=1>>[Br:52][C:53]1[CH:58]=[CH:57][C:56]([S:59]([NH:8][C@H:9]([C:32]([OH:34])=[O:33])[CH2:10][CH2:11][CH2:12][CH2:13][NH:14][C:15]([O:17][CH2:18][CH:19]2[C:20]3[CH:21]=[CH:22][CH:23]=[CH:24][C:25]=3[C:26]3[C:31]2=[CH:30][CH:29]=[CH:28][CH:27]=3)=[O:16])(=[O:61])=[O:60])=[CH:55][CH:54]=1 |f:1.2|. Procedure details: Nα-tert-butoxycarbonyl-Nε-(9-fluorenylmethoxycarbonyl)-L-lysine was deprotected at the α position by treatment with TFA/CH2Cl2 as described in the procedure outlined in example 24 and the resulting trifluoroacetate salt was alkylated with 4-bromobenzenesulfonyl chloride as described in example 2, affording the title compound in 65% yield. Reactants: O=C(CBr)N1CCOCC1, CC(C)CN, C1CCOC1. The product is CC(C)CNCC(=O)N1CCOCC1. As a reaction SMILES: [Br:1][CH2:2][C:3](=[O:4])[N:5]1[CH2:6][CH2:7][O:8][CH2:9][CH2:10]1.[CH2:11]([CH:12]([CH3:13])[CH3:14])[NH2:15].[CH2:16]1[O:17][CH2:18][CH2:19][CH2:20]1>>[CH2:2]([C:3](=[O:4])[N:5]1[CH2:6][CH2:7][O:8][CH2:9][CH2:10]1)[NH:15][CH2:11][CH:12]([CH3:13])[CH3:14]. Starting materials: C(#N)C1=CC=C(C(=O)O)C=C1 (4-cyanobenzoic acid), NO.Cl (NH2OH.HCl), C(=O)([O-])[O-].[K+].[K+] (K2CO3), OC=1C=CC=C2C=CC=NC12 (8-hydroxyquinoline). Run in CCO (EtOH), O (water), O (water). The product is ONC(=N)C1=CC=C(C(=O)O)C=C1 (4-(N-hydroxycarbamimidoyl)-benzoic acid). Isolated yield 55.0%. Reaction SMILES: [C:1]([C:3]1[CH:11]=[CH:10][C:6]([C:7]([OH:9])=[O:8])=[CH:5][CH:4]=1)#[N:2].[NH2:12][OH:13].Cl.C([O-])([O-])=O.[K+].[K+].OC1C=CC=C2C=1N=CC=C2>CCO.O>[OH:13][NH:12][C:1]([C:3]1[CH:11]=[CH:10][C:6]([C:7]([OH:9])=[O:8])=[CH:5][CH:4]=1)=[NH:2] |f:1.2,3.4.5|. Reported procedure: To 4-cyanobenzoic acid (5 g, 34.0 mmol) in EtOH (150 mL) were added NH2OH.HCl (4.96 g, 71.4 mmol) in water (15 mL) and K2CO3 (7.51 g, 54.4 mmol) in water (30 mL) then 8-hydroxyquinoline (0.064 g, 0.442 mmol). The reaction was stirred at reflux temperature for 4 h. The solvent was removed in vacuo. Water (150 mL) was added and the pH adjusted to 3 using 2M HCl. The white precipitate was filtered off and washed with water to yield E-50734-EXPO37 (3.37 g, 18.71 mmol, 55.0% yield) as a white solid. ... The reactants are COc1ccc(CO)cc1, CC#N, N#Cc1cc(Cl)ccc1N, O, Cc1ccc(S(=O)(=O)O)cc1. The product is COc1ccc(CNc2ccc(Cl)cc2C#N)cc1. RXN SMILES: [CH3:23][O:24][c:25]1[cH:26][cH:27][c:28]([CH2:29][OH:30])[cH:31][cH:32]1.[CH3:33][C:34]#[N:35].[NH2:1][c:2]1[c:3]([C:4]#[N:5])[cH:6][c:7]([Cl:10])[cH:8][cH:9]1.[OH2:11].[c:12]1([CH3:13])[cH:14][cH:15][c:16]([S:17]([OH:18])(=[O:19])=[O:20])[cH:21][cH:22]1>>[NH:1]([c:2]1[c:3]([C:4]#[N:5])[cH:6][c:7]([Cl:10])[cH:8][cH:9]1)[CH2:29][c:28]1[cH:27][cH:26][c:25]([O:24][CH3:23])[cH:32][cH:31]1.